Dataset: the Open Reaction Database (ORD), a public repository of structured organic reaction records. Task: describe an organic reaction: reactants, conditions, products, and yield The reactants are C(CCCCCCCCCC=CC)(=O)O (11-tridecenoic acid), C(CCCCCCCCCCC=C)(=O)O (12-tridecenoic acid). Product: C(C=CCCCCCCCCCC)(=O)O (2-tridecenoic acid). Reaction SMILES: [C:1]([OH:15])(=[O:14])[CH2:2][CH2:3][CH2:4][CH2:5][CH2:6][CH2:7][CH2:8][CH2:9][CH2:10][CH:11]=[CH:12][CH3:13].C(O)(=O)CCCCCCCCCCC=C>>[C:1]([OH:15])(=[O:14])[CH:2]=[CH:3][CH2:4][CH2:5][CH2:6][CH2:7][CH2:8][CH2:9][CH2:10][CH2:11][CH2:12][CH3:13]. Reported procedure: 11-tridecenoic acid; 12-tridecenoic acid; Starting materials: CC(=O)Oc1c(C(C)C)cc(C(=O)Nc2cnc3c(C)cc(C)cc3c2-c2ccccc2Cl)cc1C(C)C, CO. The product is Cc1cc(C)c2ncc(NC(=O)c3cc(C(C)C)c(O)c(C(C)C)c3)c(-c3ccccc3Cl)c2c1. Reaction SMILES: [C:1](=[O:2])([CH3:3])[O:4][c:5]1[c:6]([CH:36]([CH3:37])[CH3:38])[cH:7][c:8]([C:9](=[O:10])[NH:11][c:12]2[cH:13][n:14][c:15]3[c:16]([CH3:30])[cH:17][c:18]([CH3:29])[cH:19][c:20]3[c:21]2-[c:22]2[c:23]([Cl:28])[cH:24][cH:25][cH:26][cH:27]2)[cH:31][c:32]1[CH:33]([CH3:34])[CH3:35].[CH3:39][OH:40]>>[OH:4][c:5]1[c:6]([CH:36]([CH3:37])[CH3:38])[cH:7][c:8]([C:9](=[O:10])[NH:11][c:12]2[cH:13][n:14][c:15]3[c:16]([CH3:30])[cH:17][c:18]([CH3:29])[cH:19][c:20]3[c:21]2-[c:22]2[c:23]([Cl:28])[cH:24][cH:25][cH:26][cH:27]2)[cH:31][c:32]1[CH:33]([CH3:34])[CH3:35]. Starting materials: C1(CC1)C=1C(=CC(=C(C(=O)OC(C)(C)C)C1)F)OCC12CC3C(C(CC(C1)C3)C2)(F)F (tert-butyl 5-cyclopropyl-4-((4,4-difluoroadamantan-1-yl)-methoxy)-2-fluorobenzoate), FC(C(=O)O)(F)F (trifluoroacetic acid). Solvent: ClCCl (dichloromethane). Reaction conditions: time 2 hour. Product: C1(CC1)C=1C(=CC(=C(C(=O)O)C1)F)OCC12CC3C(C(CC(C1)C3)C2)(F)F (5-cyclopropyl-4-((4,4-difluoroadamantan-1-yl)methoxy)-2-fluorobenzoic acid). Yield: 94.1%. As a reaction SMILES: [CH:1]1([C:4]2[C:5]([O:18][CH2:19][C:20]34[CH2:29][CH:24]5[CH2:25][CH:26]([CH2:28][CH:22]([C:23]5([F:31])[F:30])[CH2:21]3)[CH2:27]4)=[CH:6][C:7]([F:17])=[C:8]([CH:16]=2)[C:9]([O:11]C(C)(C)C)=[O:10])[CH2:3][CH2:2]1.FC(F)(F)C(O)=O>ClCCl>[CH:1]1([C:4]2[C:5]([O:18][CH2:19][C:20]34[CH2:29][CH:24]5[CH2:25][CH:26]([CH2:28][CH:22]([C:23]5([F:31])[F:30])[CH2:21]3)[CH2:27]4)=[CH:6][C:7]([F:17])=[C:8]([CH:16]=2)[C:9]([OH:11])=[O:10])[CH2:2][CH2:3]1. Reported procedure: To a solution of tert-butyl 5-cyclopropyl-4-((4,4-difluoroadamantan-1-yl)-methoxy)-2-fluorobenzoate (1.0 g, 2.29 mmol) in dichloromethane (20 mL) was added trifluoroacetic acid (15 ml). The reaction mixture was stirred at ambient temperature for 2 hours and then concentrated in vacuo. The residue was triturated in mixture of dichloromethane and hexanes afforded the title compound as colorless solid (0.82 g, 94%): 1H NMR (300 MHz, DMSO-d6) δ 12.83 (s, 1H), 7.34 (d, J=8.5 Hz, 1H), 6.88 (d, J=13.1 ... As a reaction SMILES: [N:1]([C:4]1[C:8]([CH3:9])=[CH:7][S:6][C:5]=1[C:10]([O:12]C)=O)=[C:2]=[S:3].[N:14]1([CH2:19][CH2:20][CH2:21][NH2:22])[CH:18]=[CH:17][N:16]=[CH:15]1>>[CH3:9][C:8]1[C:4]2[NH:1][C:2](=[S:3])[N:22]([CH2:21][CH2:20][CH2:19][N:14]3[CH:18]=[CH:17][N:16]=[CH:15]3)[C:10](=[O:12])[C:5]=2[S:6][CH:7]=1. Yields the product CC1=CSC2=C1NC(N(C2=O)CCCN2C=NC=C2)=S (2,3-dihydro-7-methyl-3-(3-(1H-imidazol-1-yl)propyl)-2-thioxo-thieno-[3,2-d]pyrimidin-4(1H)-one). Reactants: N(=C=S)C1=C(SC=C1C)C(=O)OC (methyl 3-isothiocyanato4-methylthiophene-2-carboxylate), N1(C=NC=C1)CCCN (3-(1H-imidazol-1-yl)propan-1-amine). Procedure: The compound was synthesized starting from methyl 3-isothiocyanato4-methylthiophene-2-carboxylate (0.853 g, 4.0 mmol) and 3-(1H-imidazol-1-yl)propan-1-amine (0.5 g, 4.0 mmol) as described above.